This data is from the Open Reaction Database (ORD), a public repository of structured organic reaction records. The task is: describe an organic reaction: reactants, conditions, products, and yield Reactants: Cl.COC=1C=C(C=CC1OC)[C@H]1CC[C@H](N1)C(=O)O (cis-5-(3,4-dimethoxyphenyl)proline hydrochloride), [OH-].[Na+] (sodium hydroxide), C(C)(=S)[O-].[K+] (Potassium thioacetate), S1C(=CC=C1)CC(=O)O (thiolacetic acid), C([O-])([O-])=O.[K+].[K+] (potassium carbonate), [OH-].[Na+] (sodium hydroxide), BrCCC(=O)Cl (3-bromopropionyl chloride). Solvent: O (water), O (water), O (water). Reaction conditions: temperature 25 celsius, time 8 hour. Yields the product C(C)(=O)SCCC(=O)N1[C@H](C(=O)O)CC[C@@H]1C1=CC(=C(C=C1)OC)OC (cis-1-(3-Acetylthiopropanoyl)-5-(3,4-dimethoxyphenyl)proline). RXN SMILES: Cl.[CH3:2][O:3][C:4]1[CH:5]=[C:6]([C@@H:12]2[NH:16][C@H:15]([C:17]([OH:19])=[O:18])[CH2:14][CH2:13]2)[CH:7]=[CH:8][C:9]=1[O:10][CH3:11].[OH-].[Na+].Br[CH2:23][CH2:24][C:25](Cl)=[O:26].[C:28]([O-:31])(=[S:30])[CH3:29].[K+].S1C=CC=C1CC(O)=O.C(=O)([O-])[O-].[K+].[K+]>O>[C:28]([S:30][CH2:23][CH2:24][C:25]([N:16]1[C@@H:12]([C:6]2[CH:7]=[CH:8][C:9]([O:10][CH3:11])=[C:4]([O:3][CH3:2])[CH:5]=2)[CH2:13][CH2:14][C@H:15]1[C:17]([OH:19])=[O:18])=[O:26])(=[O:31])[CH3:29] |f:0.1,2.3,5.6,8.9.10|. Procedure details: To a solution of cis-5-(3,4-dimethoxyphenyl)proline hydrochloride (8.0 g., 0.028 m) and sodium hydroxide (2.22 g., 0.055 m) in water (50 ml.) at 10° C., was slowly added 3-bromopropionyl chloride (2.80 ml., 0.028 m) along with sodium hydroxide (1.11 g., 0.028 m) in water (25 ml.), keeping pH between 7.5 and 9. This mixture was stirred at 25° C. overnight. Potassium thioacetate, prepared by mixing thiolacetic acid (1.50., 0.021 m) and potassium carbonate (1.75 g., 0.012 m) in water (15 ml.) was a... Reactants: CCN(C(C)C)C(C)C, Cc1ccc(N)nc1, CC(C)C(O)C(=O)O, ClCCl. Product: Cc1ccc(NC(=O)C(O)C(C)C)nc1. Reaction SMILES: [CH2:17]([N:18]([CH:19]([CH3:20])[CH3:21])[CH:22]([CH3:23])[CH3:24])[CH3:25].[CH3:1][c:2]1[cH:3][cH:4][c:5]([NH2:8])[n:6][cH:7]1.[CH3:9][CH:10]([CH3:11])[CH:12]([OH:13])[C:14]([OH:15])=[O:16].[Cl:26][CH2:27][Cl:28]>>[CH3:1][c:2]1[cH:3][cH:4][c:5]([NH:8][C:14]([CH:12]([CH:10]([CH3:9])[CH3:11])[OH:13])=[O:15])[n:6][cH:7]1. Run at time 4 hour. The reactants are COC(=O)C1=NC(=NC(=C1)OC)C=C (6-Methoxy-2-vinyl-pyrimidine-4-carboxylic acid methyl ester). The product is COC(=O)C1=NC(=NC(=C1)OC)CC (2-Ethyl-6-methoxy-pyrimidine-4-carboxylic acid methyl ester). Procedure: 6-Methoxy-2-vinyl-pyrimidine-4-carboxylic acid methyl ester (130 mg) was combined with MeOH (5 ml) to give a light yellow solution. Pd/C 10% (13 mg) was added and the reaction mixture was hydrogenated with a balloon at RT for 4 hours. The reaction mixture was filtered and the filtrate was concentrated in vacuo to give title compound as an off white solid. MS (ISP) 197.1 ([M+H] Run in CO (MeOH). Reagents/catalysts: [Pd] (Pd/C). Reaction SMILES: [CH3:1][O:2][C:3]([C:5]1[CH:10]=[C:9]([O:11][CH3:12])[N:8]=[C:7]([CH:13]=[CH2:14])[N:6]=1)=[O:4]>[Pd].CO>[CH3:1][O:2][C:3]([C:5]1[CH:10]=[C:9]([O:11][CH3:12])[N:8]=[C:7]([CH2:13][CH3:14])[N:6]=1)=[O:4]. Reactants: ClC1=C(C#N)C=CC(=C1)OC1=CC(=C(C=C1)C)Cl (2-chloro-4-(3-chloro-4-methyl-phenoxy)-benzonitrile), BrN1C(CCC1=O)=O (N-bromosuccinimide), C(C1=CC=CC=C1)(=O)OOC(C1=CC=CC=C1)=O (dibenzoylperoxide). The solvent is C(Cl)(Cl)(Cl)Cl (CCl4). The product is BrCC1=C(C=C(OC2=CC(=C(C#N)C=C2)Cl)C=C1)Cl (4-(4-Bromomethyl-3-chloro-phenoxy)-2-chloro-benzonitrile). Yield: 17.7%. As a reaction SMILES: [Cl:1][C:2]1[CH:9]=[C:8]([O:10][C:11]2[CH:16]=[CH:15][C:14]([CH3:17])=[C:13]([Cl:18])[CH:12]=2)[CH:7]=[CH:6][C:3]=1[C:4]#[N:5].[Br:19]N1C(=O)CCC1=O.C(OOC(=O)C1C=CC=CC=1)(=O)C1C=CC=CC=1>C(Cl)(Cl)(Cl)Cl>[Br:19][CH2:17][C:14]1[CH:15]=[CH:16][C:11]([O:10][C:8]2[CH:7]=[CH:6][C:3]([C:4]#[N:5])=[C:2]([Cl:1])[CH:9]=2)=[CH:12][C:13]=1[Cl:18]. Procedure details: To a stirred solution of 2-chloro-4-(3-chloro-4-methyl-phenoxy)-benzonitrile (14.41 g) in CCl4 (100 ml) under argon were added N-bromosuccinimide (9.5 g) and dibenzoylperoxide (1.38 g). The mixture was heated to reflux for 2.5 h. After cooling to room temperature, the mixture was filtered. The filter cake was washed with cyclohexane. The combined filtrate was concentrated to dryness to give the crude product (19.75 g) as a light orange solid. Part of the product was purified by repeated chromato... Starting materials: O(C1=CC=CC=C1)C1=C(C(CCC1)=O)C(C=CC1=CC=CC=C1)=O (3-phenoxy-(3-phenyl-acryloyl)-cyclohex-2-enone), O.NN (hydrazine monohydrate), Na HCO3. The solvent is CC(=O)O.CCO (HOAc EtOH). Conditions: temperature 70 celsius. Yields the product O(C1=CC=CC=C1)C=1CCC=2C(=NNC2C1)C=CC1=CC=CC=C1 (6-phenoxy-3-styryl-4,5-dihydro-1H-indazole). Isolated yield 72.8%. Reaction SMILES: O([C:8]1[CH2:13][CH2:12][CH2:11][C:10](=O)[C:9]=1[C:15](=O)[CH:16]=[CH:17][C:18]1[CH:23]=[CH:22][CH:21]=[CH:20][CH:19]=1)C1C=CC=CC=1.[OH2:25].[NH2:26][NH2:27]>CC(O)=O.CCO>[O:25]([C:12]1[CH2:11][CH2:10][C:9]2[C:15]([CH:16]=[CH:17][C:18]3[CH:19]=[CH:20][CH:21]=[CH:22][CH:23]=3)=[N:26][NH:27][C:8]=2[CH:13]=1)[C:8]1[CH:13]=[CH:12][CH:11]=[CH:10][CH:9]=1 |f:1.2,3.4|. Procedure: To a stirred solution of 3-phenoxy-(3-phenyl-acryloyl)-cyclohex-2-enone (1.13 g, 3.55 mmol) in 20 mL of HOAc/EtOH (1:1) was added hydrazine monohydrate (0.21 mL, 4.3 mmol). The reaction was heated at 70° C. for 3 h, cooled and poured cautiously into saturated Na HCO3 solution and extracted with EtOAc (2×). The combined organic layers were washed with saturated NaCl solution, dried (MgSO4) and concentrated under reduced pressure. The residue was chromatographed on silica gel eluting hexanes/EtOAc...